Dataset: the Open Reaction Database (ORD), a public repository of structured organic reaction records. Task: describe an organic reaction: reactants, conditions, products, and yield The reactants are [N+](=O)([O-])C1=C2C=CC(=NC2=CC=C1)Cl (5-nitro-2-chloroquinoline), FC=1C=C(C=C(C1)F)S(=O)(=O)Cl (3,5-difluorobenzenesulfonylchloride), NC1=CC=CC=2CCOC21 (7-amino-2,3-dihydrobenzofuran). The product is O1CCC2=C1C(=CC=C2)NC2=NC1=CC=CC(=C1C=C2)NS(=O)(=O)C2=CC(=CC(=C2)F)F (N-[2-(2,3-Dihydro-benzofuran-7-ylamino)-quinolin-5-yl]-3,5-difluoro-benzenesulfonamide). As a reaction SMILES: [N+:1]([C:4]1[CH:13]=[CH:12][CH:11]=[C:10]2[C:5]=1[CH:6]=[CH:7][C:8](Cl)=[N:9]2)([O-])=O.[F:15][C:16]1[CH:17]=[C:18]([S:23](Cl)(=[O:25])=[O:24])[CH:19]=[C:20]([F:22])[CH:21]=1.[NH2:27][C:28]1[C:36]2[O:35][CH2:34][CH2:33][C:32]=2[CH:31]=[CH:30][CH:29]=1>>[O:35]1[C:36]2[C:28]([NH:27][C:8]3[CH:7]=[CH:6][C:5]4[C:10](=[CH:11][CH:12]=[CH:13][C:4]=4[NH:1][S:23]([C:18]4[CH:17]=[C:16]([F:15])[CH:21]=[C:20]([F:22])[CH:19]=4)(=[O:25])=[O:24])[N:9]=3)=[CH:29][CH:30]=[CH:31][C:32]=2[CH2:33][CH2:34]1. Reported procedure: The title compound, MS: m/e=454.3 (M+H+), was prepared in accordance with the general method of example 89 from 5-nitro-2-chloroquinoline, 3,5-difluorobenzenesulfonylchloride and 7-amino-2,3-dihydrobenzofuran (CAS 13414-56-7).